This data is from the Open Reaction Database (ORD), a public repository of structured organic reaction records. The task is: describe an organic reaction: reactants, conditions, products, and yield The reactants are CC1=C(N=C2N1C=CC=C2)C=2C=C1CCC(NC1=CC2)=O (6-(3-methylimidazo[1,2-a]-pyridine-2-yl)-3,4-dihydrocarbostyril), [H-].[Na+] (sodium hydride), Br (hydrobromic acid), CI (methyl iodide). Run in CN(C=O)C (dimethylformamide), CN(C=O)C (dimethylformamide), CC(=O)C (acetone). The product is Br.CC1=C(N=C2N1C=CC=C2)C=2C=C1CCC(N(C1=CC2)C)=O (6-(3-methylimidazo[1,2-a]pyridine-2-yl)-1-methyl-3,4-dihydrocarbostyril monohydrobromide). RXN SMILES: [CH3:1][C:2]1[N:6]2[CH:7]=[CH:8][CH:9]=[CH:10][C:5]2=[N:4][C:3]=1[C:11]1[CH:12]=[C:13]2[C:18](=[CH:19][CH:20]=1)[NH:17][C:16](=[O:21])[CH2:15][CH2:14]2.[H-].[Na+].[CH3:24]I.[BrH:26]>CN(C)C=O.CC(C)=O>[BrH:26].[CH3:1][C:2]1[N:6]2[CH:7]=[CH:8][CH:9]=[CH:10][C:5]2=[N:4][C:3]=1[C:11]1[CH:12]=[C:13]2[C:18](=[CH:19][CH:20]=1)[N:17]([CH3:24])[C:16](=[O:21])[CH2:15][CH2:14]2 |f:1.2,7.8|. Reported procedure: To a solution of 6-(3-methylimidazo[1,2-a]-pyridine-2-yl)-3,4-dihydrocarbostyril (3 g) in dimethylformamide (50 ml) was added 50% oily sodium hydride (590 mg) and the mixture was reacted for 2 hours at room temperature. Then, after adding methyl iodide (1.85 g), the mixture was further reacted for 3 hours at room temperature. After completion of reaction, dimethylformamide was evaporated. Chloroform and 0.5 N sodium hydroxide were added to the residue for extraction. The chloroform layer was was... Reactants: C(C)OCC (diethyl ether), C[C@]12CC[C@H]3[C@H]([C@@H]1CC[C@@H]2O)CCC4=CC(=O)CC[C@]34C (Testosterone), CI (methyl iodide), C(C)(C)N(C(C)C)CC (N,N-diisopropylethylamine). The reagents and catalysts are [Ag]=O (silver oxide). Run in CN(C)C=O (DMF). Conditions: time 18 hour. The product is CO[C@@H]1[C@]2(C)[C@@H](CC1)[C@@H]1CCC3=CC([C@@H](C[C@]3(C)[C@H]1CC2)C)=O (17β-Methoxy-2α-methylandrost-4-en-3-one). Reaction SMILES: [CH3:1][C@@:2]12[C@@H:10]([OH:11])[CH2:9][CH2:8][C@H:7]1[C@@H:6]1[CH2:12][CH2:13][C:14]3[C@@:20]([CH3:21])([C@H:5]1[CH2:4][CH2:3]2)CC[C:16](=[O:17])[CH:15]=3.C(N(CC)[CH:26]([CH3:28])[CH3:27])(C)C.CI.[CH2:33](OCC)C>CN(C=O)C.[Ag]=O>[CH3:33][O:11][C@H:10]1[CH2:9][CH2:8][C@H:7]2[C@H:6]3[C@H:5]([CH2:4][CH2:3][C@:2]12[CH3:1])[C@:20]1([CH3:21])[C:14](=[CH:15][C:16](=[O:17])[C@H:26]([CH3:27])[CH2:28]1)[CH2:13][CH2:12]3. Procedure details: Testosterone (50 g.) in DMF (500 ml.) is cooled to 5° in an ice bath and silver oxide (58 g.) and N,N-diisopropylethylamine (85 ml.) are added. The mixture is stirred and methyl iodide (142 g., 62 ml.) is added in a slow stream. The temperature remains about 5° initially, the stirring is continued without further addition of ice to the bath and the mixture comes to 20°-25°. After 18 hours, diethyl ether (2 l.) is added and the mixture is filtered thru a bed of celite. The filtrate is washed succ... Starting materials: CCO, [Na+], [OH-], CCOC(=O)c1ccc(-c2cccnc2)cc1. The product is O=C(O)c1ccc(-c2cccnc2)cc1. RXN SMILES: [CH3:20][CH2:21][OH:22].[Na+:19].[OH-:18].[n:1]1[cH:2][c:3](-[c:7]2[cH:8][cH:9][c:10]([C:11](=[O:12])[O:13][CH2:14][CH3:15])[cH:16][cH:17]2)[cH:4][cH:5][cH:6]1>>[n:1]1[cH:2][c:3](-[c:7]2[cH:8][cH:9][c:10]([C:11](=[O:12])[OH:13])[cH:16][cH:17]2)[cH:4][cH:5][cH:6]1. Starting materials: [Si](C)(C)(C(C)(C)C)N1[C@@H]([C@H](C1=O)N=[N+]=[N-])C(=O)O ((2S,3R)-1-t-butyldimethylsilyl-3-azido-4-oxo-2-azetidinecarboxylic acid), Cl (hydrochloric acid), 3A, [OH-].[Na+] (sodium hydroxide). Solvent: CO (methanol), CN(C)C=O (DMF). Conditions: time 1.75 hour. Yields the product N(=[N+]=[N-])[C@@H]1[C@H](NC1=O)C(=O)O ((2S,3R)-3-azido-4-oxo-2-azetidinecarboxylic acid). Reaction SMILES: [Si]([N:8]1[C:11](=[O:12])[C@H:10]([N:13]=[N+:14]=[N-:15])[C@H:9]1[C:16]([OH:18])=[O:17])(C(C)(C)C)(C)C.Cl.[OH-].[Na+]>CO.CN(C=O)C>[N:13]([C@H:10]1[C:11](=[O:12])[NH:8][C@@H:9]1[C:16]([OH:18])=[O:17])=[N+:14]=[N-:15] |f:2.3|. Procedure details: In 39 ml of methanol was dissolved 1.78 g of compound (23) and 9.85 ml of 1N hydrochloric acid was added to the solution. The mixture was stirred for 1.75 hours at room temperature. The reaction mixture was cooled to 0° C. and 9.85 ml of 1N sodium hydroxide was added thereto. The mixture was concentrated to dryness under reduced pressure to obtain an oil. The oil was dissolved in 10 ml of DMF and 3A molecular sieve was added thereto. After the mixture was allowed to stand overnight, the solvent ...